Dataset: the Open Reaction Database (ORD), a public repository of structured organic reaction records. Task: describe an organic reaction: reactants, conditions, products, and yield Starting materials: BrC1=CC2=NC=C(C(=C2S1)O)C(=O)N (2-bromo-7-hydroxythieno[3,2-b]pyridine-6-carboxamide), P(=O)(Cl)(Cl)Cl (phosphorous oxychloride). Yields the product BrC1=CC2=NC=C(C(=C2S1)Cl)C#N (2-bromo-7-chlorothieno[3,2-b]pyridine-6-carbonitrile). RXN SMILES: [Br:1][C:2]1[S:10][C:9]2[C:4](=[N:5][CH:6]=[C:7]([C:12]([NH2:14])=O)[C:8]=2O)[CH:3]=1.P(Cl)(Cl)([Cl:17])=O>>[Br:1][C:2]1[S:10][C:9]2[C:4](=[N:5][CH:6]=[C:7]([C:12]#[N:14])[C:8]=2[Cl:17])[CH:3]=1. Procedure details: A mixture of ethyl 2-bromo-7-hydroxythieno[3,2-b]pyridine-6-carboxylate (1.3 g, 4.3 mmol) [Elliott, R.; O'Hanlon, P. J.; Rodgers, N. B. Tetrahedron, 43(14), 3295 (1987)] in 20 mL of ethanol and 6 mL of 2.5 N sodium hydroxide is heated at reflux for 4 hours. The mixture is poured into ice water and the pH is adjusted to 5–6 by the addition of acetic acid. The mixture is stirred at room temperature and the resulting precipitate is collected by filtration washing with water to provide 840 mg of 2-b... Reactants: c1ccc(CN2CC3OC3C2)cc1, CCOCC, O, Oc1ccccc1. The product is OC1CN(Cc2ccccc2)CC1Oc1ccccc1. As a reaction SMILES: [CH2:1]([c:2]1[cH:3][cH:4][cH:5][cH:6][cH:7]1)[N:8]1[CH2:9][CH:10]2[CH:11]([CH2:12]1)[O:13]2.[CH2:22]([O:23][CH2:24][CH3:25])[CH3:26].[OH2:21].[OH:14][c:15]1[cH:16][cH:17][cH:18][cH:19][cH:20]1>>[CH2:1]([c:2]1[cH:3][cH:4][cH:5][cH:6][cH:7]1)[N:8]1[CH2:9][CH:10]([OH:13])[CH:11]([O:14][c:15]2[cH:16][cH:17][cH:18][cH:19][cH:20]2)[CH2:12]1. Reactants: CC(=O)c1ccc(S(N)(=O)=O)cc1, C[O-], CO, CN(C)C=O, [Li+], O, COc1cc(OCC(CO)CO)c(C=O)cc1-c1cccs1. Product: COc1cc(OCC(CO)CO)c(C=CC(=O)c2ccc(S(N)(=O)=O)cc2)cc1-c1cccs1. Reaction SMILES: [C:23]([CH3:24])(=[O:25])[c:26]1[cH:27][cH:28][c:29]([S:32](=[O:33])(=[O:34])[NH2:35])[cH:30][cH:31]1.[CH3:36][O-:37].[CH3:39][OH:40].[CH3:41][N:42]([CH3:43])[CH:44]=[O:45].[Li+:38].[OH2:46].[OH:1][CH2:2][CH:3]([CH2:4][O:5][c:6]1[c:7]([CH:8]=[O:9])[cH:10][c:11](-[c:16]2[s:17][cH:18][cH:19][cH:20]2)[c:12]([O:14][CH3:15])[cH:13]1)[CH2:21][OH:22]>>[OH:1][CH2:2][CH:3]([CH2:4][O:5][c:6]1[c:7]([CH:8]=[CH:24][C:23](=[O:25])[c:26]2[cH:27][cH:28][c:29]([S:32](=[O:33])(=[O:34])[NH2:35])[cH:30][cH:31]2)[cH:10][c:11](-[c:16]2[s:17][cH:18][cH:19][cH:20]2)[c:12]([O:14][CH3:15])[cH:13]1)[CH2:21][OH:22]. Starting materials: C1(=CC=CC=C1)N=C=O (Phenyl isocyanate), C(CCCCCCCCCCCCCCCCC)N(CCCN(CCO)CCO)CCCCCCCCCCCCCCCCCC (N,N-dioctadecyl-N',N'-bis(2-hydroxyethyl)-1,3-propanediamine). Solvent: C(C)OC(C)=O (ethylacetate). Yields the product C(CCCCCCCCCCCCCCCCC)N(CCCN(CCOC(NC1=CC=CC=C1)=O)CCOC(NC1=CC=CC=C1)=O)CCCCCCCCCCCCCCCCCC (N,N-Dioctadecyl-N',N'-bis(2-Phenylcarbamoyloxyethyl)-1,3-Propanediamine). Reaction SMILES: [C:1]1([N:7]=[C:8]=[O:9])[CH:6]=[CH:5][CH:4]=[CH:3][CH:2]=1.[CH2:10]([N:28]([CH2:39][CH2:40][CH2:41][CH2:42][CH2:43][CH2:44][CH2:45][CH2:46][CH2:47][CH2:48][CH2:49][CH2:50][CH2:51][CH2:52][CH2:53][CH2:54][CH2:55][CH3:56])[CH2:29][CH2:30][CH2:31][N:32]([CH2:36][CH2:37][OH:38])[CH2:33][CH2:34][OH:35])[CH2:11][CH2:12][CH2:13][CH2:14][CH2:15][CH2:16][CH2:17][CH2:18][CH2:19][CH2:20][CH2:21][CH2:22][CH2:23][CH2:24][CH2:25][CH2:26][CH3:27]>C(OC(=O)C)C>[CH2:39]([N:28]([CH2:10][CH2:11][CH2:12][CH2:13][CH2:14][CH2:15][CH2:16][CH2:17][CH2:18][CH2:19][CH2:20][CH2:21][CH2:22][CH2:23][CH2:24][CH2:25][CH2:26][CH3:27])[CH2:29][CH2:30][CH2:31][N:32]([CH2:33][CH2:34][O:35][C:8](=[O:9])[NH:7][C:1]1[CH:6]=[CH:5][CH:4]=[CH:3][CH:2]=1)[CH2:36][CH2:37][O:38][C:8](=[O:9])[NH:7][C:1]1[CH:6]=[CH:5][CH:4]=[CH:3][CH:2]=1)[CH2:40][CH2:41][CH2:42][CH2:43][CH2:44][CH2:45][CH2:46][CH2:47][CH2:48][CH2:49][CH2:50][CH2:51][CH2:52][CH2:53][CH2:54][CH2:55][CH3:56]. Procedure details: Phenyl isocyanate (3.85 g.) is added to a warm solution of N,N-dioctadecyl-N',N'-bis(2-hydroxyethyl)-1,3-propanediamine (5.0 g.) in ethylacetate (20 ml.) and the mixture heated to reflux for one hour. The mixture is cooled, then taken to dryness under reduced pressure. The residue is triturated with carbon tetrachloride, filtered, and the filtrate evaporated to dryness. Ethyl acetate (25 ml.) is then added, the mixture cooled, filtered, washed with ethylacetate and dried in vacuo; m.p. 54°-6° C.